From a dataset of the Open Reaction Database (ORD), a public repository of structured organic reaction records. describe an organic reaction: reactants, conditions, products, and yield Procedure details: 6-Methoxy-2-(4-methoxyphenyl)-3-(4-hydroxybenzoyl)benzo[b]thiophene (1.17 g, 3.00 mmol), 1-benzyl-3-hydroxypyrrolidine (1.06 g, 6.00 mmol), triphenyiphosphine (1.57 g, 6.00 mmol), and DEAD (6.0 mmol) were converted to product by the procedure of Example 1 to g ive 1.57 g of the title compound. Yield: 95.3%. MS(FD) 549(M+). IR (CHCl3) ν max 3033, 3010, 2971, 2842, 1646, 1599, 1476, 1254, 1167. Starting materials: COC=1C=CC2=C(SC(=C2C(C2=CC=C(C=C2)O)=O)C2=CC=C(C=C2)OC)C1 (6-Methoxy-2-(4-methoxyphenyl)-3-(4-hydroxybenzoyl)benzo[b]thiophene), CCOC(=O)/N=N/C(=O)OCC (DEAD), C(C1=CC=CC=C1)N1CC(CC1)O (1-benzyl-3-hydroxypyrrolidine), C1(=CC=CC=C1)P(C1=CC=CC=C1)C1=CC=CC=C1 (triphenyiphosphine). Isolated yield 95.2%. The product is COC=1C=CC2=C(SC(=C2C(C2=CC=C(C=C2)OC2CN(CC2)CC2=CC=CC=C2)=O)C2=CC=C(C=C2)OC)C1 (6-Methoxy-2-(4-Methoxyphenyl)-3-(4-[1-Benzylpyrrolidin-3-oxy]benzoyl)benzo[b]thiophene). Reaction SMILES: [CH3:1][O:2][C:3]1[CH:4]=[CH:5][C:6]2[C:10]([C:11](=[O:19])[C:12]3[CH:17]=[CH:16][C:15]([OH:18])=[CH:14][CH:13]=3)=[C:9]([C:20]3[CH:25]=[CH:24][C:23]([O:26][CH3:27])=[CH:22][CH:21]=3)[S:8][C:7]=2[CH:28]=1.[CH2:29]([N:36]1[CH2:40][CH2:39][CH:38](O)[CH2:37]1)[C:30]1[CH:35]=[CH:34][CH:33]=[CH:32][CH:31]=1.C1(P(C2C=CC=CC=2)C2C=CC=CC=2)C=CC=CC=1.CCOC(/N=N/C(OCC)=O)=O>>[CH3:1][O:2][C:3]1[CH:4]=[CH:5][C:6]2[C:10]([C:11](=[O:19])[C:12]3[CH:13]=[CH:14][C:15]([O:18][CH:38]4[CH2:39][CH2:40][N:36]([CH2:29][C:30]5[CH:35]=[CH:34][CH:33]=[CH:32][CH:31]=5)[CH2:37]4)=[CH:16][CH:17]=3)=[C:9]([C:20]3[CH:25]=[CH:24][C:23]([O:26][CH3:27])=[CH:22][CH:21]=3)[S:8][C:7]=2[CH:28]=1. Starting materials: N1(CCCCC1)CCCN1CCNCCC1=O (4-(3-piperidin-1-yl-propyl)-[1,4]diazepan-5-one), IC1=CC(=CC=C1)OC(F)(F)F (1-iodo-3-trifluoromethoxy-benzene). Product: N1(CCCCC1)CCCN1CCN(CCC1=O)C1=CC(=CC=C1)OC(F)(F)F (4-(3-Piperidin-1-yl-propyl)-1-(3-trifluoromethoxy-phenyl)-[1,4]diazepan-5-one). Reaction SMILES: [N:1]1([CH2:7][CH2:8][CH2:9][N:10]2[C:16](=[O:17])[CH2:15][CH2:14][NH:13][CH2:12][CH2:11]2)[CH2:6][CH2:5][CH2:4][CH2:3][CH2:2]1.I[C:19]1[CH:24]=[CH:23][CH:22]=[C:21]([O:25][C:26]([F:29])([F:28])[F:27])[CH:20]=1>>[N:1]1([CH2:7][CH2:8][CH2:9][N:10]2[C:16](=[O:17])[CH2:15][CH2:14][N:13]([C:23]3[CH:24]=[CH:19][CH:20]=[C:21]([O:25][C:26]([F:27])([F:28])[F:29])[CH:22]=3)[CH2:12][CH2:11]2)[CH2:2][CH2:3][CH2:4][CH2:5][CH2:6]1. Procedure details: The title compound was prepared from 4-(3-piperidin-1-yl-propyl)-[1,4]diazepan-5-one (Example 33B) and 1-iodo-3-trifluoromethoxy-benzene in analogy to example 33. MS: 400.2 (MH+). Starting materials: C1=CC=CC=2C3=CC=CC=C3C(C12)COC(=O)N1C[C@H](C[C@H](C1)NC(=O)OC(C)(C)C)C(=O)O ((3S*,5R*)-5-tert-butoxycarbonylamino-piperidine-1,3-dicarboxylic acid 1-(9H-fluoren-9-ylmethyl) ester), C(C)NC=1C=CC2=C(N(C(CO2)=O)CCCOC)C1 (6-ethylamino-4-(3-methoxy-propyl)-4H-benzo[1,4]oxazin-3-one). Yields the product C(C)N(C(=O)[C@@H]1CNC[C@@H](C1)NC(C(C)(C)C)=O)C=1C=CC2=C(N(C(CO2)=O)CCCOC)C1 ((3S*,5R*)-5-(2,2-Dimethyl-propionylamino)-piperidine-3-carboxylic acid ethyl-[4-(3-methoxy-propyl)-3-oxo-3,4-dihydro-2H-benzo[1,4]oxazin-6-yl]-amide). RXN SMILES: C1C2C(COC([N:18]3[CH2:23][C@H:22]([NH:24][C:25]([O:27]C(C)(C)C)=O)[CH2:21][C@H:20]([C:32]([OH:34])=O)[CH2:19]3)=O)C3C(=CC=CC=3)C=2C=CC=1.[CH2:35]([NH:37][C:38]1[CH:39]=[CH:40][C:41]2[O:46][CH2:45][C:44](=[O:47])[N:43]([CH2:48][CH2:49][CH2:50][O:51][CH3:52])[C:42]=2[CH:53]=1)[CH3:36]>>[CH2:35]([N:37]([C:38]1[CH:39]=[CH:40][C:41]2[O:46][CH2:45][C:44](=[O:47])[N:43]([CH2:48][CH2:49][CH2:50][O:51][CH3:52])[C:42]=2[CH:53]=1)[C:32]([C@H:20]1[CH2:21][C@@H:22]([NH:24][C:25](=[O:27])[C:20]([CH3:32])([CH3:21])[CH3:19])[CH2:23][NH:18][CH2:19]1)=[O:34])[CH3:36]. Procedure: The title compound is prepared analogously as described in Example 92A. using (3S*,5R*)-5-tert-butoxycarbonylamino-piperidine-1,3-dicarboxylic acid 1-(9H-fluoren-9-ylmethyl) ester and 6-ethylamino-4-(3-methoxy-propyl)-4H-benzo[1,4]oxazin-3-one. The product is purified by preparative HPLC (YMC Pack Pro C18, 10-100% CH3CN+0.1% TFA/H2O+0.1% TFA, 20 min, flow 20 ml/min); tR (HPLC, Nucleosil C18; 5-100% CH3CN+0.1% TFA/H2O+0.1% TFA for 8 min, flow 1.5 ml/min): 5.47 min. The solvent is CO (methanol). Reaction conditions: time 1 hour. Product: NC=1C=CC2=C([C@@H]([C@H]([C@@](O2)(C(OC)OC)C)O)N(CC=2N=NN(N2)C)C2=CC=C(C=C2)Cl)C1 ((2R,3R,4S)-6-amino-4-[N-(4-chlorophenyl)-N-(2-methyl-2H-tetrazol-5-ylmethyl)amino]-3-hydroxy-2-methyl-2-dimethoxymethyl-3,4-dihydro-2H-1-benzopyran). Procedure: (2R,3R,4S)-6-nitro-4-[N-(4-chlorophenyl)-N-(2-methyl-2H-tetrazol-5-ylmethyl)amino]-3-hydroxy-2-methyl-2-dimethoxymethyl-3,4-dihydro-2H-1-benzopyran (100 mg, 0.2 mmol) prepared in example 107 was dissolved in methanol (2 ml), thereto Cu(OAc)2 aqueous solution (0.38 ml, 0.4 M aqueous solution, 0.15 mmol) was added. Sodium borohydride (NaBH4, 113 mg, 3.0 mmol) was slowly added to the solution at the room temperature for 30 min. The reaction mixture was stirred for 1 hour, thereto ethyl acetate (5 m... Reaction SMILES: [N+:1]([C:4]1[CH:5]=[CH:6][C:7]2[O:12][C@@:11]([CH3:18])([CH:13]([O:16][CH3:17])[O:14][CH3:15])[C@H:10]([OH:19])[C@@H:9]([N:20]([C:28]3[CH:33]=[CH:32][C:31]([Cl:34])=[CH:30][CH:29]=3)[CH2:21][C:22]3[N:23]=[N:24][N:25]([CH3:27])[N:26]=3)[C:8]=2[CH:35]=1)([O-])=O.[BH4-].[Na+].C(OCC)(=O)C>CO.CC([O-])=O.CC([O-])=O.[Cu+2]>[NH2:1][C:4]1[CH:5]=[CH:6][C:7]2[O:12][C@@:11]([CH3:18])([CH:13]([O:14][CH3:15])[O:16][CH3:17])[C@H:10]([OH:19])[C@@H:9]([N:20]([C:28]3[CH:29]=[CH:30][C:31]([Cl:34])=[CH:32][CH:33]=3)[CH2:21][C:22]3[N:23]=[N:24][N:25]([CH3:27])[N:26]=3)[C:8]=2[CH:35]=1 |f:1.2,5.6.7|. The reagents and catalysts are CC(=O)[O-].CC(=O)[O-].[Cu+2] (Cu(OAc)2). Isolated yield 63.2%. Reactants: [BH4-].[Na+] (Sodium borohydride), [N+](=O)([O-])C=1C=CC2=C([C@@H]([C@H]([C@@](O2)(C(OC)OC)C)O)N(CC=2N=NN(N2)C)C2=CC=C(C=C2)Cl)C1 ((2R,3R,4S)-6-nitro-4-[N-(4-chlorophenyl)-N-(2-methyl-2H-tetrazol-5-ylmethyl)amino]-3-hydroxy-2-methyl-2-dimethoxymethyl-3,4-dihydro-2H-1-benzopyran), C(C)(=O)OCC (ethyl acetate). The reactants are [Cl-].[NH4+] (ammonium chloride), C(C)(C)(C)C1=CC=2CC3=CC(=CC=C3C2C=C1)C(C)(C)C (2,7-di-tert-butylfluorene), C(CCC)[Li] (n-butyllithium), C1(=CC=C(C=C1)C(=C1C=CC=C1)C1=CC=C(C=C1)C)C (6,6-di-p-tolyl fulvene). The solvent is C(C)OCC (diethyl ether), CCCCCC (n-hexane), O (water), O1CCCC1 (tetrahydrofuran), O1CCCC1 (tetrahydrofuran). Run at time 6.5 hour. The product is C(C)(C)(C)C1=C(C=2CC3=CC(=CC=C3C2C=C1)C(C)(C)C)C(C1=CC=C(C=C1)C)(C1=CC=C(C=C1)C)C1C=CC=C1 ((2,7-di-tert-butylfluorenyl)cyclopentadienyl di-p-tolyl methane). Isolated yield 67.5%. As a reaction SMILES: [C:1]([C:5]1[CH:17]=[CH:16][C:15]2[C:14]3[C:9](=[CH:10][C:11]([C:18]([CH3:21])([CH3:20])[CH3:19])=[CH:12][CH:13]=3)[CH2:8][C:7]=2[CH:6]=1)([CH3:4])([CH3:3])[CH3:2].C([Li])CCC.[C:27]1([CH3:46])[CH:32]=[CH:31][C:30]([C:33]([C:39]2[CH:44]=[CH:43][C:42]([CH3:45])=[CH:41][CH:40]=2)=[C:34]2[CH:38]=[CH:37][CH:36]=[CH:35]2)=[CH:29][CH:28]=1.[Cl-].[NH4+]>O1CCCC1.O.C(OCC)C.CCCCCC>[C:1]([C:5]1[CH:17]=[CH:16][C:15]2[C:14]3[C:9](=[CH:10][C:11]([C:18]([CH3:21])([CH3:20])[CH3:19])=[CH:12][CH:13]=3)[CH2:8][C:7]=2[C:6]=1[C:33]([CH:34]1[CH:35]=[CH:36][CH:37]=[CH:38]1)([C:30]1[CH:29]=[CH:28][C:27]([CH3:46])=[CH:32][CH:31]=1)[C:39]1[CH:40]=[CH:41][C:42]([CH3:45])=[CH:43][CH:44]=1)([CH3:4])([CH3:3])[CH3:2] |f:3.4|. Procedure: A 300 ml two-necked flask equipped with a magnetic stirrer, a three-way cock and a dropping funnel, was purged thoroughly with nitrogen. 2,7-di-tert-butylfluorene 1.58 g (5.66 mmol) was placed in the flask, and dehydrated tetrahydrofuran 40 ml was further added. With cooling in an ice bath, 1.56 mol/L n-hexane solution of n-butyllithium, 3.8 ml (5.9 mmol), was dropwise added. The contents were stirred at room temperature in a nitrogen atmosphere for 6.5 hours to obtain a solution. With the flask... The reactants are C(C)C(C(=O)N)(C1=C(C=CC=C1)O)CC (α,α-diethyl-2-hydroxy-benzeneacetamide), C([O-])([O-])=O.[K+].[K+] (potassium carbonate), C(C1=CC=CC=C1)Br (benzyl bromide). The solvent is CN(C)C=O (DMF), O (water). Reaction conditions: time 16 hour. The product is C(C)C(C(=O)N)(C1=C(C=CC=C1)OCC1=CC=CC=C1)CC (α,α-Diethyl-2-(phenylmethoxy)-benzeneacetamide). Reaction SMILES: [CH2:1]([C:3]([CH2:14][CH3:15])([C:7]1[CH:12]=[CH:11][CH:10]=[CH:9][C:8]=1[OH:13])[C:4]([NH2:6])=[O:5])[CH3:2].C(=O)([O-])[O-].[K+].[K+].[CH2:22](Br)[C:23]1[CH:28]=[CH:27][CH:26]=[CH:25][CH:24]=1>CN(C=O)C.O>[CH2:14]([C:3]([CH2:1][CH3:2])([C:7]1[CH:12]=[CH:11][CH:10]=[CH:9][C:8]=1[O:13][CH2:22][C:23]1[CH:28]=[CH:27][CH:26]=[CH:25][CH:24]=1)[C:4]([NH2:6])=[O:5])[CH3:15] |f:1.2.3|. Procedure: A solution of α,α-diethyl-2-hydroxy-benzeneacetamide (Example 266b, 1.21 g) in DMF (9.93 mL) was treated with potassium carbonate (0.807 g) and benzyl bromide (0.694 mL) under nitrogen. The resulting mixture was stirred at room temperature for 16 h. The reaction mixture was diluted with water and extracted with ethyl acetate. The organic layer was dried (MgSO4), filtered and evaporated. The crude product was purified (SiO2 chromatography eluting with 30-100% ethyl acetate in iso-hexane) to affor... The reactants are CCP(=O)(CC)N=C=S, CC(C)=O, Fc1cccc(N2CCN(CCOc3ccccc3C3NCCS3)CC2)c1. Product: CCP(=O)(CC)NC(=S)N1CCSC1c1ccccc1OCCN1CCN(c2cccc(F)c2)CC1. RXN SMILES: [CH2:1]([CH3:2])[P:3](=[O:4])([CH2:5][CH3:6])[N:7]=[C:8]=[S:9].[CH3:37][C:38](=[O:39])[CH3:40].[F:10][c:11]1[cH:12][c:13]([N:17]2[CH2:18][CH2:19][N:20]([CH2:23][CH2:24][O:25][c:26]3[c:27]([CH:32]4[S:33][CH2:34][CH2:35][NH:36]4)[cH:28][cH:29][cH:30][cH:31]3)[CH2:21][CH2:22]2)[cH:14][cH:15][cH:16]1>>[CH2:1]([CH3:2])[P:3](=[O:4])([CH2:5][CH3:6])[NH:7][C:8](=[S:9])[N:36]1[CH:32]([c:27]2[c:26]([O:25][CH2:24][CH2:23][N:20]3[CH2:19][CH2:18][N:17]([c:13]4[cH:12][c:11]([F:10])[cH:16][cH:15][cH:14]4)[CH2:22][CH2:21]3)[cH:31][cH:30][cH:29][cH:28]2)[S:33][CH2:34][CH2:35]1. As a reaction SMILES: C[C:2]1[CH:11]=[CH:10][C:5]([C:6](=[O:9])[CH2:7]Br)=[CH:4][CH:3]=1.O.O.[N+:14]([C:17]1[CH:22]=[CH:21][C:20]([O-:23])=[CH:19][CH:18]=1)([O-:16])=[O:15].[Na+].[CH3:25]C(C)=O>>[CH3:25][C:17]1([N+:14]([O-:16])=[O:15])[CH:22]=[CH:21][C:20]([O:23][CH2:7][C:6]([C:5]2[CH:4]=[CH:3][CH:2]=[CH:11][CH:10]=2)=[O:9])=[CH:19][CH2:18]1 |f:1.2.3.4|. Starting materials: CC1=CC=C(C(CBr)=O)C=C1 (4-Methylphenacyl bromide), O.O.[N+](=O)([O-])C1=CC=C(C=C1)[O-].[Na+] (sodium 4-nitrophenolate dihydrate), CC(=O)C (acetone). Product: CC1(CC=C(OCC(=O)C2=CC=CC=C2)C=C1)[N+](=O)[O-] (4-methyl-α-(4-nitrophenoxy)acetophenone). Reported procedure: 4-Methylphenacyl chloride (XVI: X=Cl) (37.8 g, 0.224 mole) and sodium 4-nitrophenolate (XI) (38.6 g, 0.24 mole) were added to acetone (300 ml), and the mixture was heated under reflux for 10 hours. Thereafter, the reaction mixture was treated in the same manner as in Example 29 to obtain 47.9 g of 4-methyl-α-(4-nitrophenoxy)acetophenone (XII) (yield, 78.9%). The yield is 78.9%. Starting materials: ClC=1C(=NC=C(C1)C#CC1=C(C=C(C=C1C)C)C)C#N (3-chloro-5-(mesitylethynyl)picolinonitrile), CC1(OB(OC1(C)C)C1=C(C=CC=C1)NC(OC(C)(C)C)=O)C (tert-butyl 2-(4,4,5,5-tetramethyl-1,3,2-dioxaborolan-2-yl)phenylcarbamate). The product is C1(=C(C(=CC(=C1)C)C)C#CC=1C=NC2=C(N=C3C(=C2C1)C=CC=C3)N)C (2-(Mesitylethynyl)benzo[f][1,7]naphthyridin-5-amine). RXN SMILES: Cl[C:2]1[C:3]([C:19]#[N:20])=[N:4][CH:5]=[C:6]([C:8]#[C:9][C:10]2[C:15]([CH3:16])=[CH:14][C:13]([CH3:17])=[CH:12][C:11]=2[CH3:18])[CH:7]=1.CC1(C)C(C)(C)OB([C:29]2[CH:34]=[CH:33][CH:32]=[CH:31][C:30]=2[NH:35]C(=O)OC(C)(C)C)O1>>[C:11]1([CH3:18])[CH:12]=[C:13]([CH3:17])[CH:14]=[C:15]([CH3:16])[C:10]=1[C:9]#[C:8][C:6]1[CH:5]=[N:4][C:3]2[C:2]([CH:7]=1)=[C:29]1[CH:34]=[CH:33][CH:32]=[CH:31][C:30]1=[N:35][C:19]=2[NH2:20]. Procedure details: 2-(Mesitylethynyl)benzo[f][1,7]naphthyridin-5-amine was prepared from 3-chloro-5-(mesitylethynyl)picolinonitrile (Example 77/Step 1) and tert-butyl 2-(4,4,5,5-tetramethyl-1,3,2-dioxaborolan-2-yl)phenylcarbamate (commercially available) following the procedures described for Example 45/Step 1.